Dataset: the Open Reaction Database (ORD), a public repository of structured organic reaction records. Task: describe an organic reaction: reactants, conditions, products, and yield The reactants are BrC1=C(C=C(C=O)C=C1)F (4-bromo-3-fluorobenzaldehyde), ClC1=CC=C(C=C1)[Mg]Br (4-chlorophenyl-magnesiumbromide). Solvent: C(C)OCC (diethylether). Reaction conditions: temperature 0 celsius, time 18 hour. Product: BrC1=C(C=C(C=C1)C(O)C1=CC=C(C=C1)Cl)F ((4-Bromo-3-fluoro-phenyl)-(4-chloro-phenyl)-methanol). Reaction SMILES: [Br:1][C:2]1[CH:9]=[CH:8][C:5]([CH:6]=[O:7])=[CH:4][C:3]=1[F:10].[Cl:11][C:12]1[CH:17]=[CH:16][C:15]([Mg]Br)=[CH:14][CH:13]=1>C(OCC)C>[Br:1][C:2]1[CH:9]=[CH:8][C:5]([CH:6]([C:15]2[CH:16]=[CH:17][C:12]([Cl:11])=[CH:13][CH:14]=2)[OH:7])=[CH:4][C:3]=1[F:10]. Reported procedure: To a solution of 4-bromo-3-fluorobenzaldehyde (1.6 g, 7.88 mmol) in diethylether (20 mL) at 0° C. was added 4-chlorophenyl-magnesiumbromide (1Mether, 9.46 mL, 9.46 mmol) dropwise via syringe. The cooling bath was removed and after the mixture was stirred for 18 hr it was cooled to 0° C. and saturated NH4Cl solution (20 mL) was added to quench the reaction. The reaction mixture was partitioned between EtOAc and saturated NaHCO3 solution. The EtOAc layer was washed with H2O, brine, and dried (MgSO...